Dataset: the Open Reaction Database (ORD), a public repository of structured organic reaction records. Task: describe an organic reaction: reactants, conditions, products, and yield Product: CCn1ncc2c(NC3CCCCC3)c(C3=NOC4(CCC(N)CC4)C3)cnc21. Starting materials: [Al+3], [H-], [H-], [H-], [H-], [Li+], CCn1ncc2c(NC3CCCCC3)c(C3=NOC4(CCC(N=[N+]=[N-])CC4)C3)cnc21, C1CCOC1. RXN SMILES: [Al+3:2].[H-:1].[H-:4].[H-:5].[H-:6].[Li+:3].[N:7](=[N+:8]=[N-:9])[CH:10]1[CH2:11][CH2:12][C:13]2([CH2:14][C:15]([c:18]3[c:19]([NH:29][CH:30]4[CH2:31][CH2:32][CH2:33][CH2:34][CH2:35]4)[c:20]4[c:21]([n:22][cH:23]3)[n:24]([CH2:27][CH3:28])[n:25][cH:26]4)=[N:16][O:17]2)[CH2:36][CH2:37]1.[O:38]1[CH2:39][CH2:40][CH2:41][CH2:42]1>>[NH2:7][CH:10]1[CH2:11][CH2:12][C:13]2([CH2:14][C:15]([c:18]3[c:19]([NH:29][CH:30]4[CH2:31][CH2:32][CH2:33][CH2:34][CH2:35]4)[c:20]4[c:21]([n:22][cH:23]3)[n:24]([CH2:27][CH3:28])[n:25][cH:26]4)=[N:16][O:17]2)[CH2:36][CH2:37]1. Starting materials: COC1=CC(=C(CC(C(=O)OC)C(=O)OC)C=C1)[N+](=O)[O-] (dimethyl (4-methoxy-2-nitrobenzyl)malonate). Reagents/catalysts: [C].[Pd] (Palladium- carbon). Run in C(C)O (ethanol). Reaction conditions: temperature 80 celsius, time 24 hour. The product is COC1=CC=C2CC(C(NC2=C1)=O)C(=O)O (7-Methoxy-2-oxo-1,2,3,4-tetrahydro-3-quinolinecarboxylic acid). Isolated yield 82.7%. RXN SMILES: [CH3:1][O:2][C:3]1[CH:18]=[CH:17][C:6]([CH2:7][CH:8]([C:13]([O:15]C)=[O:14])[C:9](OC)=[O:10])=[C:5]([N+:19]([O-])=O)[CH:4]=1>[C].[Pd].C(O)C>[CH3:1][O:2][C:3]1[CH:4]=[C:5]2[C:6]([CH2:7][CH:8]([C:13]([OH:15])=[O:14])[C:9](=[O:10])[NH:19]2)=[CH:17][CH:18]=1 |f:1.2|. Procedure details: 10% Palladium- carbon (2.0 g) was added to an ethanol (200 ml) solution of dimethyl (4-methoxy-2-nitrobenzyl)malonate (19 g), and catalytic hydrogenation was conducted at room temperature under an atmospheric pressure for 24 hours. The reaction mixture was further stirred at 80° C. for 24 hours. The catalyst was removed by filtration, and the filtrate was concentrated. The residue was dissolved in a mixed solvent of THF (250 ml) and methanol (250 ml), to which was added dropwise 1N aqueous sodiu... The reactants are COc1ccc(C(=O)N2CCC(C(Cl)C(=O)[O-])C2=O)cc1, CCO, CCOC(C)=O, NC(N)=S, c1ccncc1. Yields the product COc1ccc(C(=O)N2CCC(O)C2=O)cc1. As a reaction SMILES: [CH3:1][O:2][c:3]1[cH:4][cH:5][c:6]([C:7](=[O:8])[N:9]2[C:10](=[O:19])[CH:11]([CH:14]([Cl:15])[C:16]([O-:17])=[O:18])[CH2:12][CH2:13]2)[cH:20][cH:21]1.[CH3:26][CH2:27][OH:28].[CH3:29][CH2:30][O:31][C:32](=[O:33])[CH3:34].[NH2:22][C:23](=[S:24])[NH2:25].[cH:35]1[cH:36][cH:37][n:38][cH:39][cH:40]1>>[CH3:1][O:2][c:3]1[cH:4][cH:5][c:6]([C:7](=[O:8])[N:9]2[C:10](=[O:19])[CH:11]([OH:28])[CH2:12][CH2:13]2)[cH:20][cH:21]1. Reactants: [H-].C(C(C)C)[Al+]CC(C)C (diisobutylaluminium hydride), [Cl-].[NH4+] (ammonium chloride), [H-].C(C(C)C)[Al+]CC(C)C (Diisobutylaluminium hydride), ClC=1C(=C2N=C(C(=NC2=CC1Cl)OC)OC)C1=NN=NN1CC(=O)OC (6,7-dichloro-2,3-dimethoxy-5-(1-methoxycarbonylmethyl-1H-tetrazol-5-yl)quinoxaline), [H-].C(C(C)C)[Al+]CC(C)C (diisobutylaluminium hydride). Run in ClCCl (dichloromethane). Run at time 1 hour. Product: ClC=1C(=C2N=C(C(=NC2=CC1Cl)OC)OC)C1=NN=NN1CCO (6,7-Dichloro-2,3-dimethoxy-5-[1-(2-hydroxyethyl)-1H-tetrazol-5-yl]quinoxaline). Isolated yield 78.3%. Reaction SMILES: [H-].C([Al+]CC(C)C)C(C)C.[Cl:11][C:12]1[C:13]([C:27]2[N:31]([CH2:32][C:33](OC)=[O:34])[N:30]=[N:29][N:28]=2)=[C:14]2[C:19](=[CH:20][C:21]=1[Cl:22])[N:18]=[C:17]([O:23][CH3:24])[C:16]([O:25][CH3:26])=[N:15]2.[Cl-].[NH4+]>ClCCl>[Cl:11][C:12]1[C:13]([C:27]2[N:31]([CH2:32][CH2:33][OH:34])[N:30]=[N:29][N:28]=2)=[C:14]2[C:19](=[CH:20][C:21]=1[Cl:22])[N:18]=[C:17]([O:23][CH3:24])[C:16]([O:25][CH3:26])=[N:15]2 |f:0.1,3.4|. Procedure: Diisobutylaluminium hydride (1M in tetrahydrofuran, 0.7 mL, 0.7 mmol) was added dropwise to a stirred solution of 6,7-dichloro-2,3-dimethoxy-5-(1-methoxycarbonylmethyl-1H-tetrazol-5-yl)quinoxaline (Preparation 11, 0.126 g, 0.32 mmol) in dichloromethane (15 mL) at −78° C. under nitrogen. After 1 hour, the reaction mixture was allowed to warm to room temperature and diisobutylaluminium hydride (1M in tetrahydrofuran, 0.7 mL, 0.7 mmol) was added, followed 30 minutes later by further diisobutylalumi...